From a dataset of the Open Reaction Database (ORD), a public repository of structured organic reaction records. describe an organic reaction: reactants, conditions, products, and yield Reactants: COCCN(S(=O)(=O)C1=C(C(=CC=C1Cl)[N+](=O)[O-])Cl)CCOC (N,N-di-(2-methoxyethyl)-2,6-dichloro-3-nitrobenzenesulfonamide), [H-].[Na+] (NaH), O (water). The product is COCCN(S(=O)(=O)C1=C(C(=CC=C1Cl)[N+](=O)[O-])O)CCOC (N,N-di-(2-methoxyethyl)-6-chloro-2-hydroxy-3-nitrobenzenesulfonamide). Isolated yield 55.0%. Reaction SMILES: [CH3:1][O:2][CH2:3][CH2:4][N:5]([CH2:20][CH2:21][O:22][CH3:23])[S:6]([C:9]1[C:14]([Cl:15])=[CH:13][CH:12]=[C:11]([N+:16]([O-:18])=[O:17])[C:10]=1Cl)(=[O:8])=[O:7].[H-].[Na+].[OH2:26]>>[CH3:1][O:2][CH2:3][CH2:4][N:5]([CH2:20][CH2:21][O:22][CH3:23])[S:6]([C:9]1[C:14]([Cl:15])=[CH:13][CH:12]=[C:11]([N+:16]([O-:18])=[O:17])[C:10]=1[OH:26])(=[O:8])=[O:7] |f:1.2|. Procedure details: Following the general hydrolysis procedure outlined in example 15, N,N-di-(2-methoxyethyl)-2,6-dichloro-3-nitrobenzenesulfonamide (800 mg, 2.07 mmol), 60% NaH (248 mg, 6.21 mmol) and water (45 μL, 2.48 mmol) were reacted to form the desired product (420 mg, 55%). EI-MS (m/z) 366.89, 368.81 (M−). Reactants: OC\C=C(/C)\CC\C=C(/C)\CCC=C(C)C ((E,E)-Farnesol), [N+](=[N-])=CP(OC)(OC)=O (dimethyl diazomethylphosphonate). Product: C\C(=C/COCP(OC)(OC)=O)\CC\C=C(\CCC=C(C)C)/C ((E,E)-[[(3,7,11-Trimethyl-2,6,10-dodecatrienyl)oxy]methyl]phosphonic acid, dimethyl ester). Yield: 36.4%. RXN SMILES: [OH:1][CH2:2]/[CH:3]=[C:4](/[CH2:6][CH2:7]/[CH:8]=[C:9](/[CH2:11][CH2:12][CH:13]=[C:14]([CH3:16])[CH3:15])\[CH3:10])\[CH3:5].[N+](=[CH:19][P:20](=[O:25])([O:23][CH3:24])[O:21][CH3:22])=[N-]>>[CH3:5]/[C:4](/[CH2:6][CH2:7]/[CH:8]=[C:9](\[CH3:10])/[CH2:11][CH2:12][CH:13]=[C:14]([CH3:16])[CH3:15])=[CH:3]\[CH2:2][O:1][CH2:19][P:20](=[O:25])([O:23][CH3:24])[O:21][CH3:22]. Procedure details: (E,E)-Farnesol, (5.0 mmol, 1.11 g, 1.26 ml) was stirred under argon in 10 ml of dry deoxygenated benzene (10 ml) and treated in one portion with ##STR87## (1.0 mmol, 0.442 g). The dark blue/green solution was stirred at room temperature and a solution of (1.5 g, 10.0 mmol) of dimethyl diazomethylphosphonate (prepared according to D. Seyferth et al, J. Org. Chem., 1971, vol. 36, No. 10, pages 1379 to 1386) in 20 ml of dry, deoxygenated benzene was added dropwise over 4 hours via syringe pump. Aft... Reactants: ClC1=NC=NC(=C1[N+](=O)[O-])Cl (4,6-dichloro-5-nitroprimidine), stannous chloride dihydrate. Run in CCO (EtOH). The product is ClC1=NC=NC(=C1N)Cl (4,6-dichloropyrimidine-5-amine). As a reaction SMILES: [Cl:1][C:2]1[C:7]([N+:8]([O-])=O)=[C:6]([Cl:11])[N:5]=[CH:4][N:3]=1>CCO>[Cl:1][C:2]1[C:7]([NH2:8])=[C:6]([Cl:11])[N:5]=[CH:4][N:3]=1. Reported procedure: A mixture of 4,6-dichloro-5-nitroprimidine (E-1) (20.0 g, 104 mmmol) and stannous chloride dihydrate (117.7 g, 520 mmol) in EtOH (300 mL) is stirred at reflux for 2 h. The resulting mixture is allowed to cool to RT and then concentrated in vacuo. The residue is poured into ice water (300 mL) and neutralized with saturated NaHCO3 aqueous solution to adjust the pH value to 5-6. The resulting mixture is stirred at RT for 30 min and then extracted with ethyl acetate (3×200 mL). The combined organic ... Starting materials: C1(CCCCC1)N1C=NC2=C1C=CC(=C2)B2OC(C(O2)(C)C)(C)C (1-cyclohexyl-5-(4,4,5,5-tetramethyl-1,3,2-dioxaborolan-2-yl)-1H-benzo[d]imidazole), NC1=C(N=NC2=C(C=CC=C12)Br)C(=O)N (4-amino-8-bromocinnoline-3-carboxamide). Yields the product NC1=C(N=NC2=C(C=CC=C12)C1=CC2=C(N(C=N2)C2CCCCC2)C=C1)C(=O)N (4-amino-8-(1-cyclohexyl-1H-benzo[d]imidazol-5-yl)cinnoline-3-carboxamide). Reaction SMILES: [CH:1]1([N:7]2[C:11]3[CH:12]=[CH:13][C:14](B4OC(C)(C)C(C)(C)O4)=[CH:15][C:10]=3[N:9]=[CH:8]2)[CH2:6][CH2:5][CH2:4][CH2:3][CH2:2]1.[NH2:25][C:26]1[C:35]2[C:30](=[C:31](Br)[CH:32]=[CH:33][CH:34]=2)[N:29]=[N:28][C:27]=1[C:37]([NH2:39])=[O:38]>>[NH2:25][C:26]1[C:35]2[C:30](=[C:31]([C:14]3[CH:13]=[CH:12][C:11]4[N:7]([CH:1]5[CH2:2][CH2:3][CH2:4][CH2:5][CH2:6]5)[CH:8]=[N:9][C:10]=4[CH:15]=3)[CH:32]=[CH:33][CH:34]=2)[N:29]=[N:28][C:27]=1[C:37]([NH2:39])=[O:38]. Procedure: The title compound was prepared in a manner similar to EXAMPLE 1 using 1-cyclohexyl-5-(4,4,5,5-tetramethyl-1,3,2-dioxaborolan-2-yl)-1H-benzo[d]imidazole and 4-amino-8-bromocinnoline-3-carboxamide. 1H NMR (400 MHz, CD3OD) δ ppm 1.29 (t, J=8 Hz, 1 H), 1.44 (br s, 1 H), 1.52-1.71 (m, 2 H), 1.83 (d, J=12 Hz, 1 H), 1.88-2.08 (m, 3 H), 2.13-2.30 (m, 2 H), 7.58 (d, J=8 Hz, 1 H), 7.66-7.83 (m, 2 H), 7.83-7.96 (m, 2 H), 8.28 (d, J=8 Hz, 1 H), 8.35 (br s, 1 H), 8.62 (s, 1 H); ESI-MS m/z [M+H]+ 387.4. The reactants are N([C@@H](CC(OCC1=CC=CC=C1)=O)C(=O)N[C@H](CC1=CC=CC=C1)C(=O)N([C@@H](C(C)C)C(=O)N[C@@H](CCCNC(NS(=O)(=O)C1=C(C)C(C)=C2OC(C)(C)CC2=C1C)=N)C(=O)NCC(=O)OC(C)(C)C)C)C(=O)OC(C)(C)C (Boc-Asp(OBzl)-DPhe-NMeVal-Arg(Pbf)-Gly-OtBu), C(=O)O (formic acid). Product: N[C@@H](CC(OCC1=CC=CC=C1)=O)C(=O)N[C@H](CC1=CC=CC=C1)C(=O)N([C@@H](C(C)C)C(=O)N[C@@H](CCCNC(NS(=O)(=O)C1=C(C)C(C)=C2OC(C)(C)CC2=C1C)=N)C(=O)O)C (H-Asp(OBzl)-DPhe-NMeVal-Arg(Pbf)). The yield is 95.0%. As a reaction SMILES: [NH:1](C(OC(C)(C)C)=O)[C@H:2]([C:14]([NH:16][C@@H:17]([C:25]([N:27]([CH3:71])[C@H:28]([C:32]([NH:34][C@H:35]([C:60](NCC(OC(C)(C)C)=O)=[O:61])[CH2:36][CH2:37][CH2:38][NH:39][C:40](=[NH:59])[NH:41][S:42]([C:45]1[C:57]([CH3:58])=[C:56]2[C:50]([O:51][C:52]([CH2:55]2)([CH3:54])[CH3:53])=[C:48]([CH3:49])[C:46]=1[CH3:47])(=[O:44])=[O:43])=[O:33])[CH:29]([CH3:31])[CH3:30])=[O:26])[CH2:18][C:19]1[CH:24]=[CH:23][CH:22]=[CH:21][CH:20]=1)=[O:15])[CH2:3][C:4](=[O:13])[O:5][CH2:6][C:7]1[CH:12]=[CH:11][CH:10]=[CH:9][CH:8]=1.C(O)=[O:80]>>[NH2:1][C@H:2]([C:14]([NH:16][C@@H:17]([C:25]([N:27]([CH3:71])[C@H:28]([C:32]([NH:34][C@H:35]([C:60]([OH:61])=[O:80])[CH2:36][CH2:37][CH2:38][NH:39][C:40](=[NH:59])[NH:41][S:42]([C:45]1[C:57]([CH3:58])=[C:56]2[C:50]([O:51][C:52]([CH2:55]2)([CH3:53])[CH3:54])=[C:48]([CH3:49])[C:46]=1[CH3:47])(=[O:43])=[O:44])=[O:33])[CH:29]([CH3:31])[CH3:30])=[O:26])[CH2:18][C:19]1[CH:20]=[CH:21][CH:22]=[CH:23][CH:24]=1)=[O:15])[CH2:3][C:4](=[O:13])[O:5][CH2:6][C:7]1[CH:8]=[CH:9][CH:10]=[CH:11][CH:12]=1. Procedure: 2.3 g of Boc-Asp(OBzl)-DPhe-NMeVal-Arg(Pbf)-Gly-OtBu are dissolved in 23 ml of 95% formic acid for the removal of the terminal protective groups and concentrated in vacuo after 30 min. The product is triturated with ether, filtered off and dried in vacuo. H-Asp(OBzl)-DPhe-NMeVal-Arg(Pbf)-Gay-OHxHCOOH is obtained in a yield of 95%. The reactants are O1C=CC=C1 (furan), BrCCCCCCCCCCCCCCC (1-bromopentadecane), C(CCC)[Li] (n-butyllithium). Solvent: C1CCOC1 (THF), C1CCOC1 (THF). Run at temperature -78 celsius, time 1 hour. The product is C(CCCCCCCCCCCCCC)C=1OC=CC1 (2-(pentadecyl)furan). Isolated yield 100.2%. As a reaction SMILES: [O:1]1[CH:5]=[CH:4][CH:3]=[CH:2]1.C([Li])CCC.Br[CH2:12][CH2:13][CH2:14][CH2:15][CH2:16][CH2:17][CH2:18][CH2:19][CH2:20][CH2:21][CH2:22][CH2:23][CH2:24][CH2:25][CH3:26]>C1COCC1>[CH2:26]([C:2]1[O:1][CH:5]=[CH:4][CH:3]=1)[CH2:25][CH2:24][CH2:23][CH2:22][CH2:21][CH2:20][CH2:19][CH2:18][CH2:17][CH2:16][CH2:15][CH2:14][CH2:13][CH3:12]. Procedure: A dry 50 ml round bottom flask charged with furan (1.40 g, 20.6 mmol) and THF (10 ml), was cooled to -78° C. and n-butyllithium (13.6 ml, 1.50 M in hexanes, 20.6 mmol) was added dropwise. The solution was stirred for 30 mm at -78° C., then warmed to 0° C. and placed in an ice bath for 1 h. The mixture was then cooled to -78° C. and 1-bromopentadecane 9 (5 g, 17.2 mmol) in THF (10 ml) were added dropwise. The resulting solution was stirred for 1 h, then warmed to room temp and stirred 12 h. The r... The reactants are ClC1=CN=C(S1)NC(N(C1CCNCC1)[C@@H]1CC[C@H](CC1)C)=O (3-(5-chloro-thiazol-2-yl)-1-(trans-4-methyl-cyclohexyl)-1-piperidin-4-yl-urea), N1(CCOCC1)C(=O)Cl (4-morpholinecarbonyl chloride). Product: ClC1=CN=C(S1)NC(N(C1CCN(CC1)C(=O)N1CCOCC1)[C@@H]1CC[C@H](CC1)C)=O (3-(5-Chloro-thiazol-2-yl)-1-(trans-4-methyl-cyclohexyl)-1-[1-(morpholine-4-carbonyl)-piperidin-4-yl]-urea). Reaction SMILES: [Cl:1][C:2]1[S:6][C:5]([NH:7][C:8](=[O:23])[N:9]([C@H:16]2[CH2:21][CH2:20][C@H:19]([CH3:22])[CH2:18][CH2:17]2)[CH:10]2[CH2:15][CH2:14][NH:13][CH2:12][CH2:11]2)=[N:4][CH:3]=1.[N:24]1([C:30](Cl)=[O:31])[CH2:29][CH2:28][O:27][CH2:26][CH2:25]1>>[Cl:1][C:2]1[S:6][C:5]([NH:7][C:8](=[O:23])[N:9]([C@H:16]2[CH2:21][CH2:20][C@H:19]([CH3:22])[CH2:18][CH2:17]2)[CH:10]2[CH2:11][CH2:12][N:13]([C:30]([N:24]3[CH2:29][CH2:28][O:27][CH2:26][CH2:25]3)=[O:31])[CH2:14][CH2:15]2)=[N:4][CH:3]=1. Procedure details: Prepared in a similar manner to Example 554 using 3-(5-chloro-thiazol-2-yl)-1-(trans-4-methyl-cyclohexyl)-1-piperidin-4-yl-urea and 4-morpholinecarbonyl chloride Starting materials: NC(C)C=1N=CN(C1C)C(C1=CC=CC=C1)(C1=CC=CC=C1)C1=CC=CC=C1 (4-(1-aminoethyl)-5-methyl-1-trityl-1H-imidazole), CC1=C(N(C2=CC=CC=C12)S(=O)(=O)C1=CC=CC=C1)CC=O (3-methyl-1-(phenylsulfonyl)-2-indoleacetaldehyde), 3A, C(C)(=O)O (Acetic acid), C(#N)[BH3-].[Na+] (sodium cyanoborohydride). The solvent is CO (methanol), O (water). Run at time 30 minute. Yields the product CC1=C(N(C2=CC=CC=C12)S(=O)(=O)C1=CC=CC=C1)CCNC(C)C=1N=CN(C1C)C(C1=CC=CC=C1)(C1=CC=CC=C1)C1=CC=CC=C1 (3-methyl-2-[2-[[1-(5-methyl-1-trityl-1H-imidazol-4-yl)ethyl]amino]ethyl]-1-phenylsulfonylindole). Isolated yield 71.3%. Reaction SMILES: [NH2:1][CH:2]([C:4]1[N:5]=[CH:6][N:7]([C:10]([C:23]2[CH:28]=[CH:27][CH:26]=[CH:25][CH:24]=2)([C:17]2[CH:22]=[CH:21][CH:20]=[CH:19][CH:18]=2)[C:11]2[CH:16]=[CH:15][CH:14]=[CH:13][CH:12]=2)[C:8]=1[CH3:9])[CH3:3].[CH3:29][C:30]1[C:38]2[C:33](=[CH:34][CH:35]=[CH:36][CH:37]=2)[N:32]([S:39]([C:42]2[CH:47]=[CH:46][CH:45]=[CH:44][CH:43]=2)(=[O:41])=[O:40])[C:31]=1[CH2:48][CH:49]=O.C(O)(=O)C.C([BH3-])#N.[Na+]>CO.O>[CH3:29][C:30]1[C:38]2[C:33](=[CH:34][CH:35]=[CH:36][CH:37]=2)[N:32]([S:39]([C:42]2[CH:47]=[CH:46][CH:45]=[CH:44][CH:43]=2)(=[O:41])=[O:40])[C:31]=1[CH2:48][CH2:49][NH:1][CH:2]([C:4]1[N:5]=[CH:6][N:7]([C:10]([C:11]2[CH:16]=[CH:15][CH:14]=[CH:13][CH:12]=2)([C:23]2[CH:28]=[CH:27][CH:26]=[CH:25][CH:24]=2)[C:17]2[CH:18]=[CH:19][CH:20]=[CH:21][CH:22]=2)[C:8]=1[CH3:9])[CH3:3] |f:3.4|. Reported procedure: A mixture of 4-(1-aminoethyl)-5-methyl-1-trityl-1H-imidazole (735 mg), 3-methyl-1-(phenylsulfonyl)-2-indoleacetaldehyde (626 mg) and molecular sieves 3A (100 mg) in dry methanol (30 ml) was stirred at ambient temperature for 30 minutes. Acetic acid (0.35 ml) and sodium cyanoborohydride (126 mg) were added and the resulting mixture was stirred at room temperature for 2 hours. The reaction mixture was treated with cold water, extracted twice with ethyl acetate, which was washed with brine and drie... The reactants are ClC1=C(C(=CC(=C1)C)OC)CC(=O)OC (methyl 2-chloro-4-methyl-6-methoxyphenylacetate), [OH-].[K+] (potassium hydroxide), O (water). Run in CO (methanol). The product is ClC1=C(C(=CC(=C1)C)OC)CC(=O)O (2-Chloro-4-methyl-6-methoxyphenylacetic acid). Reaction SMILES: [Cl:1][C:2]1[CH:7]=[C:6]([CH3:8])[CH:5]=[C:4]([O:9][CH3:10])[C:3]=1[CH2:11][C:12]([O:14]C)=[O:13].[OH-].[K+].O>CO>[Cl:1][C:2]1[CH:7]=[C:6]([CH3:8])[CH:5]=[C:4]([O:9][CH3:10])[C:3]=1[CH2:11][C:12]([OH:14])=[O:13] |f:1.2|. Procedure: 75 g (328 mmol) of methyl 2-chloro-4-methyl-6-methoxyphenylacetate according to Ex. XXXI-1 are dissolved in 750 ml of methanol and then heated at 80° C. together with 55.20 g (984 mmol) of potassium hydroxide and 250 ml of water for 12 h. The methanol is removed using a rotary evaporator, the residue is adjusted to pH 3 and the precipitated product is filtered off and dried. The reactants are CN1CCC(CC1)=NO (1-methyl-piperidin-4-one oxime), C(C)(=O)[O-].C(C)(=O)[O-].C(C)(=O)[O-].C(C)(=O)[O-].[Pb+4] (lead tetraacetate), C(C(C)C)(=O)O (isobutyric acid). Product: C(C(C)C)(=O)OC1(CCN(CC1)C)N=O (1-Methyl-4-nitrosopiperidin-4-yl isobutyrate). RXN SMILES: [CH3:1][N:2]1[CH2:7][CH2:6][C:5](=[N:8][OH:9])[CH2:4][CH2:3]1.C([O-])(=O)C.C([O-])(=O)C.C([O-])(=O)C.C([O-])(=O)C.[Pb+4].[C:27]([OH:32])(=[O:31])[CH:28]([CH3:30])[CH3:29]>>[C:27]([O:32][C:5]1([N:8]=[O:9])[CH2:6][CH2:7][N:2]([CH3:1])[CH2:3][CH2:4]1)(=[O:31])[CH:28]([CH3:30])[CH3:29] |f:1.2.3.4.5|. Procedure details: 1-Methyl-4-nitrosopiperidin-4-yl isobutyrate was prepared from 1-methyl-piperidin-4-one oxime, lead tetraacetate and isobutyric acid using conditions of General Method 3. 1H NMR (400MHz, chloroform-d) δ 2.82-2.94 (2H, m), 2.65 (1H, sept, 7.0 Hz), 2.36 (3H, s), 2.23-2.35 (4H, m), 1.83-1.92 (2H, m), 1.28 (3H, s), 1.27 (3H, s).